Dataset: the Open Reaction Database (ORD), a public repository of structured organic reaction records. Task: describe an organic reaction: reactants, conditions, products, and yield Yields the product ClC1=CC=C(C=C1)C=1C(C1C1=CC=CC=C1)C(=O)O (2-(4-Chlorophenyl)-3-phenyl-cycloprop-2-ene-1-carboxylic acid). Solvent: CO (methanol). Isolated yield 45.3%. RXN SMILES: [Cl:1][C:2]1[CH:7]=[CH:6][C:5]([C:8]2[CH:9]([C:17]([O:19]CC)=[O:18])[C:10]=2[C:11]2[CH:16]=[CH:15][CH:14]=[CH:13][CH:12]=2)=[CH:4][CH:3]=1.[OH-].[K+]>CO>[Cl:1][C:2]1[CH:3]=[CH:4][C:5]([C:8]2[CH:9]([C:17]([OH:19])=[O:18])[C:10]=2[C:11]2[CH:12]=[CH:13][CH:14]=[CH:15][CH:16]=2)=[CH:6][CH:7]=1 |f:1.2|. Procedure: Ethyl 2-(4-chlorophenyl)-3-phenyl-cycloprop-2-ene-1-carboxylate (0.66 g, 2.20 mmol) and potassium hydroxide (0.7 g, 12.95 mmol) were dissolved in methanol (25 cm3) and heated to reflux for 2 hours. The mixture was cooled to room temperature and the solvent evaporated. The residue was partitioned between water (30 cm3) and ethyl acetate (30 cm3). The aqueous layer was separated and washed with ethyl acetate (2×30 cm3) before being acidified to pH=1 with dilute hydrochloric acid and extracted with... Reactants: ClC1=CC=C(C=C1)C=1C(C1C1=CC=CC=C1)C(=O)OCC (Ethyl 2-(4-chlorophenyl)-3-phenyl-cycloprop-2-ene-1-carboxylate), [OH-].[K+] (potassium hydroxide). The reactants are ClS(=O)(=O)C=1C=C2CC(NC2=CC1)=O (5-chlorosulphonyl-2-oxindole), FC(C1=CC=C(N)C=C1)(F)F (4-trifluoromethylaniline), N1=CC=CC=C1 (pyridine), CCCCCC (hexane). Solvent: ClCCl (dichloromethane). Run at time 4 hour. Product: FC(C1=CC=C(C=C1)NS(=O)(=O)C=1C=C2CC(NC2=CC1)=O)(F)F (5-(4-trifluoromethylphenyl-aminosulfonyl)-2-oxindole). Yield: 37.2%. RXN SMILES: Cl[S:2]([C:5]1[CH:6]=[C:7]2[C:11](=[CH:12][CH:13]=1)[NH:10][C:9](=[O:14])[CH2:8]2)(=[O:4])=[O:3].[F:15][C:16]([F:25])([F:24])[C:17]1[CH:23]=[CH:22][C:20]([NH2:21])=[CH:19][CH:18]=1.N1C=CC=CC=1.CCCCCC>ClCCl>[F:15][C:16]([F:24])([F:25])[C:17]1[CH:18]=[CH:19][C:20]([NH:21][S:2]([C:5]2[CH:6]=[C:7]3[C:11](=[CH:12][CH:13]=2)[NH:10][C:9](=[O:14])[CH2:8]3)(=[O:4])=[O:3])=[CH:22][CH:23]=1. Procedure: A suspension of 2.1 g of 5-chlorosulphonyl-2-oxindole, 1.6 g of 4-trifluoromethylaniline and 1.4 g of pyridine in 20 mL of dichloromethane was stirred at room temperature for 4 hours. The precipitate which formed was collected by vacuum filtration, washed twice with 5 mL of water and dried under vacuum at 40° C. overnight to give 2.4 g of crude product containing some impurities by thin layer chromatography. The crude product was chromatographed on silica gel eluting with ethyl acetate:hexane (1...